This data is from the Open Reaction Database (ORD), a public repository of structured organic reaction records. The task is: describe an organic reaction: reactants, conditions, products, and yield Reactants: CC(C)(C)[Si](OC1CCN(c2ccccc2)C1=O)(c1ccccc1)c1ccccc1, CCCC[N+](CCCC)(CCCC)CCCC, C1CCOC1, [F-], O. Product: O=C1C(O)CCN1c1ccccc1. As a reaction SMILES: [C:1]([Si:2]([c:3]1[cH:4][cH:5][cH:19][cH:20][cH:21]1)([O:6][CH:7]1[C:8](=[O:18])[N:9]([c:12]2[cH:13][cH:14][cH:15][cH:16][cH:17]2)[CH2:10][CH2:11]1)[c:22]1[cH:23][cH:24][cH:25][cH:26][cH:27]1)([CH3:28])([CH3:29])[CH3:30].[CH2:32]([N+:33]([CH2:34][CH2:35][CH2:36][CH3:37])([CH2:38][CH2:39][CH2:40][CH3:41])[CH2:42][CH2:43][CH2:44][CH3:45])[CH2:46][CH2:47][CH3:48].[CH2:50]1[O:51][CH2:52][CH2:53][CH2:54]1.[F-:31].[OH2:49]>>[OH:6][CH:7]1[C:8](=[O:18])[N:9]([c:12]2[cH:13][cH:14][cH:15][cH:16][cH:17]2)[CH2:10][CH2:11]1. The reactants are COc1cc(Br)c2c(c1OC)C(=O)CC2, Cc1ccccc1, [Cl-], [Cl-], [Cl-], Cl, N#C[Cu], [Fe+3], CN(C)C=O, O, O, O, O, O, O, O. Yields the product COc1cc(C#N)c2c(c1OC)C(=O)CC2. Reaction SMILES: [Br:1][c:2]1[c:3]2[c:7]([c:8]([O:13][CH3:14])[c:9]([O:11][CH3:12])[cH:10]1)[C:6](=[O:15])[CH2:5][CH2:4]2.[CH3:26][c:27]1[cH:28][cH:29][cH:30][cH:31][cH:32]1.[Cl-:39].[Cl-:41].[Cl-:42].[ClH:25].[Cu:16][C:17]#[N:18].[Fe+3:40].[O:19]=[CH:20][N:21]([CH3:22])[CH3:23].[OH2:24].[OH2:33].[OH2:34].[OH2:35].[OH2:36].[OH2:37].[OH2:38]>>[c:2]1([C:17]#[N:18])[c:3]2[c:7]([c:8]([O:13][CH3:14])[c:9]([O:11][CH3:12])[cH:10]1)[C:6](=[O:15])[CH2:5][CH2:4]2. Starting materials: NNC(=O)c1ccc(Cl)cc1, CC(O)C(Nc1ccc(C#N)c(Cl)c1Cl)C(=O)O, CCc1c(NC(C(=O)NNC(=O)c2ccccc2)C(C)O)ccc(C#N)c1Cl. Yields the product CC(O)C(Nc1ccc(C#N)c(Cl)c1Cl)C(=O)NNC(=O)c1ccc(Cl)cc1. RXN SMILES: [Cl:19][c:20]1[cH:21][cH:22][c:23]([C:24](=[O:25])[NH:26][NH2:27])[cH:28][cH:29]1.[Cl:1][c:2]1[c:3]([NH:11][CH:12]([C:13](=[O:14])[OH:15])[CH:16]([CH3:17])[OH:18])[cH:4][cH:5][c:6]([C:9]#[N:10])[c:7]1[Cl:8].[Cl:30][c:31]1[c:32]([CH2:33][CH3:34])[c:35]([NH:36][CH:37]([CH:38]([OH:39])[CH3:40])[C:41]([NH:42][NH:43][C:44](=[O:45])[c:46]2[cH:47][cH:48][cH:49][cH:50][cH:51]2)=[O:52])[cH:53][cH:54][c:55]1[C:56]#[N:57]>>[Cl:1][c:2]1[c:3]([NH:11][CH:12]([C:13](=[O:15])[NH:27][NH:26][C:24]([c:23]2[cH:22][cH:21][c:20]([Cl:19])[cH:29][cH:28]2)=[O:25])[CH:16]([CH3:17])[OH:18])[cH:4][cH:5][c:6]([C:9]#[N:10])[c:7]1[Cl:8]. The reactants are CSC1=CC(=C(C(=O)OC)C=C1)[N+](=O)[O-] (methyl 4-(methylthio)-2-nitrobenzoate), [H][H] (hydrogen). Reagents/catalysts: [Pt]=S (platinum sulfide). Run in C(C)(=O)OC (methyl acetate). The product is NC1=C(C(=O)OC)C=CC(=C1)SC (methyl 2-amino-4-(methylthio)benzoate), solid. Reaction SMILES: [CH3:1][S:2][C:3]1[CH:12]=[CH:11][C:6]([C:7]([O:9][CH3:10])=[O:8])=[C:5]([N+:13]([O-])=O)[CH:4]=1.[H][H]>C(OC)(=O)C.[Pt]=S>[NH2:13][C:5]1[CH:4]=[C:3]([S:2][CH3:1])[CH:12]=[CH:11][C:6]=1[C:7]([O:9][CH3:10])=[O:8]. Reported procedure: A mixture of methyl 4-(methylthio)-2-nitrobenzoate (11.3 g, 49.7 mmol) and 5% platinum sulfide on carbon catalyst (0.7 g) in methyl acetate (40 mL) was hydrogenated at 750 psi and 75° C. until hydrogen uptake ceased. The mixture was filtered through Celite®, and the filtrate solvent was rotary evaporated, leaving methyl 2-amino-4-(methylthio)benzoate as a slightly tan crystalline solid (8.7 g) melting at 57°-59° C. Reactants: [Cu]C#N (Copper(I) cyanide), IC1=C(C=CC(=C1)C(=O)N1CC(CC1)C=1C=NC=CC1)C1=CC(=CC(=C1)C(F)(F)F)C(F)(F)F (3-(1-{[2-iodo-3′,5′-bis(trifluoromethyl)biphenyl-4-yl]carbonyl}pyrrolidin-3-yl)pyridine). Run in CS(=O)C (DMSO). Conditions: temperature 180 celsius. The product is N1=CC(=CC=C1)C1CN(CC1)C(=O)C=1C=C(C(=CC1)C1=CC(=CC(=C1)C(F)(F)F)C(F)(F)F)C#N (4-[(3-pyridin-3-ylpyrrolidin-1-yl)carbonyl]-3′,5′-bis(trifluoromethyl)biphenyl-2-carbonitrile). Reaction SMILES: [Cu][C:2]#[N:3].I[C:5]1[CH:10]=[C:9]([C:11]([N:13]2[CH2:17][CH2:16][CH:15]([C:18]3[CH:19]=[N:20][CH:21]=[CH:22][CH:23]=3)[CH2:14]2)=[O:12])[CH:8]=[CH:7][C:6]=1[C:24]1[CH:29]=[C:28]([C:30]([F:33])([F:32])[F:31])[CH:27]=[C:26]([C:34]([F:37])([F:36])[F:35])[CH:25]=1>CS(C)=O>[N:20]1[CH:21]=[CH:22][CH:23]=[C:18]([CH:15]2[CH2:16][CH2:17][N:13]([C:11]([C:9]3[CH:10]=[C:5]([C:2]#[N:3])[C:6]([C:24]4[CH:25]=[C:26]([C:34]([F:35])([F:36])[F:37])[CH:27]=[C:28]([C:30]([F:33])([F:31])[F:32])[CH:29]=4)=[CH:7][CH:8]=3)=[O:12])[CH2:14]2)[CH:19]=1. Procedure details: Copper(I) cyanide (42.9 mg, 0.479 mmol) was added to a stirred solution of 4b (200 mg, 0.368 mmol) in DMSO (4.00 mL), and the resulting mixture was heated to 180° C. for 12 h. The reaction mixture was cooled to rt, quenched with satd. aq. NH4Cl and extracted with EtOAc. The combined organics were washed with water and brine, dried (sodium sulfate) and concentrated in vacuo. The resulting crude residue was purified by preparative reversed phase HPLC on YMC Pack Pro C18 stationary phase (CH3CN/H2O... Reactants: N1C(=CC2=CC=C(C=C12)C(=O)OCC)C(=O)OCC (diethyl 1H-indole-2,6-dicarboxylate), C[C@@H]1CCN(S(O1)(=O)=O)C(=O)OC(C)(C)C (tert-butyl (6R)-6-methyl-1,2,3-oxathiazinane-3-carboxylate 2,2-dioxide), [H-].[Na+] (sodium hydride), oil, [NH4+].[Cl-] (NH4Cl). The solvent is CN(C)C=O (DMF), CN(C)C=O (DMF), CCCCCC (hexane), CN(C)C=O (DMF), O (Water). Reaction conditions: temperature 0 celsius, time 20 minute. Product: C(C)(C)(C)OC(=O)NCC[C@H](C)N1C(=CC2=CC=C(C=C12)C(=O)OCC)C(=O)OCC (diethyl 1-{(2S)-4-[(tert-butoxycarbonyl)amino]butan-2-yl}-1H-indole-2,6-dicarboxylate). Isolated yield 121.1%. RXN SMILES: [H-].[Na+].[NH:3]1[C:11]2[C:6](=[CH:7][CH:8]=[C:9]([C:12]([O:14][CH2:15][CH3:16])=[O:13])[CH:10]=2)[CH:5]=[C:4]1[C:17]([O:19][CH2:20][CH3:21])=[O:18].[CH3:22][C@H:23]1OS(=O)(=O)[N:26]([C:31]([O:33][C:34]([CH3:37])([CH3:36])[CH3:35])=[O:32])[CH2:25][CH2:24]1.[NH4+].[Cl-]>CN(C=O)C.O.CCCCCC>[C:34]([O:33][C:31]([NH:26][CH2:25][CH2:24][C@@H:23]([N:3]1[C:11]2[C:6](=[CH:7][CH:8]=[C:9]([C:12]([O:14][CH2:15][CH3:16])=[O:13])[CH:10]=2)[CH:5]=[C:4]1[C:17]([O:19][CH2:20][CH3:21])=[O:18])[CH3:22])=[O:32])([CH3:37])([CH3:36])[CH3:35] |f:0.1,4.5|. Procedure: To a suspension of hexane washed 60% sodium hydride in mineral oil (91 mg, 2.3 mmol) in DMF (2.5 mL) under nitrogen atmosphere to 0° C. is added a solution of diethyl 1H-indole-2,6-dicarboxylate (619 mg, 2.4 mmol) in DMF (4 mL). The mixture is stirred for 20 min at 0° C. and a solution of tert-butyl (6R)-6-methyl-1,2,3-oxathiazinane-3-carboxylate 2,2-dioxide (518 mg, 2.1 mmol) in DMF (2.5 mL) is added. The reaction mixture is stirred for 30 min at 0° C. and is warmed to room temperature and stir...